This data is from the Open Reaction Database (ORD), a public repository of structured organic reaction records. The task is: describe an organic reaction: reactants, conditions, products, and yield Reactants: ClC1=C(N)C=C(C=C1)[N+](=O)[O-] (2-chloro-5-nitroaniline), C([O-])([O-])=O.[K+].[K+] (potassium carbonate), SCCO (2-mercaptoethanol). Run in C(C)(=O)OCC (ethyl acetate), CN(C)C=O (DMF). Run at temperature 60 celsius. Yields the product NC1=C(C=CC(=C1)[N+](=O)[O-])SCCO (2-(2-Amino-4-nitrophenylthio)ethanol). Isolated yield 95.9%. Reaction SMILES: Cl[C:2]1[CH:8]=[CH:7][C:6]([N+:9]([O-:11])=[O:10])=[CH:5][C:3]=1[NH2:4].C(=O)([O-])[O-].[K+].[K+].[SH:18][CH2:19][CH2:20][OH:21]>CN(C=O)C.C(OCC)(=O)C>[NH2:4][C:3]1[CH:5]=[C:6]([N+:9]([O-:11])=[O:10])[CH:7]=[CH:8][C:2]=1[S:18][CH2:19][CH2:20][OH:21] |f:1.2.3|. Procedure: To a stirred solution of 2-chloro-5-nitroaniline (1.0 g, 5.79 mmol) in DMF (10 mL) was added potassium carbonate (1.60 g, 11.59 mmol) followed by 2-mercaptoethanol (0.813 mL, 11.59 mmol). The resulting mixture was then heated at 60° C. for 2 hours and then at room temperature overnight. The mixture was then diluted with ethyl acetate and washed with water (3×), 1N NaOH, and brine. The organic phase was dried, filtered, and concentrated, giving a red/orange solid (1.19 g, 96%). 1H NMR (DMSO-d6) δ... The product is ClC1=CC=C(C=N1)CN1C(=NCC1)C(=CC(C([N+](=O)[O-])=C1N(CCN1)CC=1C=NC(=CC1)Cl)O)[N+](=O)[O-] (4-(1-((6-chloropyridin-3-yl)methyl)-4,5-dihydro-1H-imidazol-2-yl)-1-(1-((6-chloropyridin-3-yl)methyl)imidazolidin-2-ylidene)-1,4-dinitrobut-3-en-2-ol). Run in C(C)#N (acetonitrile). Run at time 0.5 hour. Reaction SMILES: [Cl:1][C:2]1[CH:7]=[CH:6][C:5]([CH2:8][N:9]2[CH2:13][CH2:12][NH:11][C:10]2=[CH:14][N+:15]([O-:17])=[O:16])=[CH:4][N:3]=1.[CH:18]([CH:20]=[O:21])=O.[ClH:22]>C(#N)C>[Cl:1][C:2]1[N:3]=[CH:4][C:5]([CH2:8][N:9]2[CH2:13][CH2:12][N:11]=[C:10]2[C:14]([N+:15]([O-:17])=[O:16])=[CH:18][CH:20]([OH:21])[C:14](=[C:10]2[NH:11][CH2:12][CH2:13][N:9]2[CH2:8][C:5]2[CH:4]=[N:3][C:2]([Cl:22])=[CH:7][CH:6]=2)[N+:15]([O-:17])=[O:16])=[CH:6][CH:7]=1. The reactants are ClC1=NC=C(C=C1)CN1C(NCC1)=C[N+](=O)[O-] (2-chloro-5-((2-(nitromethylene)imidazolidin-1-yl)methyl)pyridine), C(=O)C=O (oxaldehyde), Cl (HCl). Reported procedure: To a 50 ml round bottom flask was added 1.27 g (0.005 mol) 2-chloro-5-((2-(nitromethylene)imidazolidin-1-yl)methyl)pyridine, 30 ml acetonitrile and 3 ml 30% oxaldehyde aqueous solution. After stirring for 0.5 hour, catalytic concentrated HCl was added. The reaction was then stirred and monitored by TLC until completion. The mixture was filtered afterwards to afford white powder, which was crystallized to give 1.05 g pure final product as white powder solid. Yield: about 76%. Isolated yield 76.0%. Starting materials: [BH4-], COC(C)(C)C, CCO, CC(CCCC=O)C1CCCC1, Cl, [Na+]. Yields the product CC(CCCCO)C1CCCC1. As a reaction SMILES: [BH4-:13].[C:19]([O:20][CH3:21])([CH3:22])([CH3:23])[CH3:24].[CH3:16][CH2:17][OH:18].[CH:1]1([CH:6]([CH2:7][CH2:8][CH2:9][CH:10]=[O:11])[CH3:12])[CH2:2][CH2:3][CH2:4][CH2:5]1.[ClH:15].[Na+:14]>>[CH:1]1([CH:6]([CH2:7][CH2:8][CH2:9][CH2:10][OH:11])[CH3:12])[CH2:2][CH2:3][CH2:4][CH2:5]1. The reactants are ClC1=CC(=C(OCC(=O)OCC)C=C1)[N+](=O)[O-] ((4-Chloro-2-nitrophenoxy)-acetic acid, ethyl ester). Reagents/catalysts: [Fe] (Iron). The solvent is C(C)(=O)O (acetic acid). Conditions: time 1 hour. Yields the product ClC=1C=CC2=C(NC(CO2)=O)C1 (6-Chloro-2H-1,4-benzoxazin-3(4H)-one). As a reaction SMILES: [Cl:1][C:2]1[CH:14]=[CH:13][C:5]([O:6][CH2:7][C:8](OCC)=[O:9])=[C:4]([N+:15]([O-])=O)[CH:3]=1>C(O)(=O)C.[Fe]>[Cl:1][C:2]1[CH:14]=[CH:13][C:5]2[O:6][CH2:7][C:8](=[O:9])[NH:15][C:4]=2[CH:3]=1. Reported procedure: Iron powder (1.4 g) was added to a solution of the product from step (i) (1.4 g) in acetic acid (30 ml) and the mixture stirred at RT for 1 h. The mixture was filtered and the filtrate evaporated under reduced pressure. Yield 0.44 g The solvent is O (water), O1CCOCC1 (dioxane), CCOC(=O)C (EtOAc). Yields the product C1(CC1)C=1C(=CC2=C(C(=C(O2)C2=CC=C(C=C2)F)C(=O)NC)C1)N(S(=O)(=O)C)C1=CC(=CC=C1)C=C (5-cyclopropyl-2-(4-fluorophenyl)-N-methyl-6-(N-(3-vinylphenyl)methylsulfonamido)benzofuran-3-carboxamide). Reagents/catalysts: Cl[Pd]Cl.C1(=CC=CC=C1)P([C-]1C=CC=C1)C1=CC=CC=C1.[C-]1(C=CC=C1)P(C1=CC=CC=C1)C1=CC=CC=C1.[Fe+2] ([1,1′-bis(diphenylphosphino)ferrocene]-dichloropalladium(II)). Procedure details: A mixture of 6-(N-(3-bromophenyl)methylsulfonamido)-5-cyclopropyl-2-(4-fluorophenyl)-N-methylbenzofuran-3-carboxamide (221 mg, 0.396 mmol), 4,4,5,5-tetramethyl-2-vinyl-1,3,2-dioxaborolane (0.134 mL, 0.793 mmol), [1,1′-bis(diphenylphosphino)ferrocene]-dichloropalladium(II), complex with dichloromethane (32.4 mg, 0.040 mmol) and sodium carbonate (126 mg, 1.189 mmol) in dioxane:water/4:1 (5 mL) was heated in a microwave reactor at 130° C. for 30 minutes. The reaction mixture was diluted with EtOAc ... RXN SMILES: Br[C:2]1[CH:3]=[C:4]([N:8]([C:13]2[C:32]([CH:33]3[CH2:35][CH2:34]3)=[CH:31][C:16]3[C:17]([C:27]([NH:29][CH3:30])=[O:28])=[C:18]([C:20]4[CH:25]=[CH:24][C:23]([F:26])=[CH:22][CH:21]=4)[O:19][C:15]=3[CH:14]=2)[S:9]([CH3:12])(=[O:11])=[O:10])[CH:5]=[CH:6][CH:7]=1.[CH3:36][C:37]1(C)C(C)(C)OB(C=C)O1.ClCCl.C(=O)([O-])[O-].[Na+].[Na+]>O1CCOCC1.CCOC(C)=O.Cl[Pd]Cl.C1(P(C2C=CC=CC=2)[C-]2C=CC=C2)C=CC=CC=1.[C-]1(P(C2C=CC=CC=2)C2C=CC=CC=2)C=CC=C1.[Fe+2].O>[CH:33]1([C:32]2[C:13]([N:8]([C:4]3[CH:5]=[CH:6][CH:7]=[C:2]([CH:36]=[CH2:37])[CH:3]=3)[S:9]([CH3:12])(=[O:11])=[O:10])=[CH:14][C:15]3[O:19][C:18]([C:20]4[CH:21]=[CH:22][C:23]([F:26])=[CH:24][CH:25]=4)=[C:17]([C:27]([NH:29][CH3:30])=[O:28])[C:16]=3[CH:31]=2)[CH2:34][CH2:35]1 |f:3.4.5,8.9.10.11|. The reactants are BrC=1C=C(C=CC1)N(S(=O)(=O)C)C1=CC2=C(C(=C(O2)C2=CC=C(C=C2)F)C(=O)NC)C=C1C1CC1 (6-(N-(3-bromophenyl)methylsulfonamido)-5-cyclopropyl-2-(4-fluorophenyl)-N-methylbenzofuran-3-carboxamide), CC1(OB(OC1(C)C)C=C)C (4,4,5,5-tetramethyl-2-vinyl-1,3,2-dioxaborolane), ClCCl (dichloromethane), C([O-])([O-])=O.[Na+].[Na+] (sodium carbonate). The yield is 85.6%. The reactants are C1(CC(C)O1)=O (β-butyrolactone), ClC=1C=C(N)C=CC1F (3-chloro-4-fluoroaniline). Solvent: CCOCC (ether). Run at time 30 minute. The product is ClC=1C=C(NC(CC(=O)O)C)C=CC1F (3-(3-chloro-4-fluoro-anilino) butyric acid). Yield: 47.9%. As a reaction SMILES: [C:1]1(=[O:6])[O:5][CH:3]([CH3:4])[CH2:2]1.[Cl:7][C:8]1[CH:9]=[C:10]([CH:12]=[CH:13][C:14]=1[F:15])[NH2:11]>CCOCC>[Cl:7][C:8]1[CH:9]=[C:10]([CH:12]=[CH:13][C:14]=1[F:15])[NH:11][CH:3]([CH3:4])[CH2:2][C:1]([OH:5])=[O:6]. Reported procedure: 86 g (1.00 mole) of β-butyrolactone was added to 146 g (1.00 mole) of 3-chloro-4-fluoroaniline, and this mixture was stirred at 80°-90° C. for 30 minutes and then allowed to cool to room temperature. To the resulting reaction solution was added 1000 ml of ether. This mixture was filtered to remove any insoluble matter, and the filtrate thus obtained was extracted with 750 ml of a 2N aqueous solution of sodium hydroxide. This extract was acidified with 130 ml of concentrated hydrochloric acid and... Starting materials: C[O-], Cc1cccc(=O)[nH]1, ClP(Cl)(Cl)(Cl)Cl, [Na+]. Yields the product COc1cccc(C)n1. As a reaction SMILES: [CH3:15][O-:16].[CH3:1][c:2]1[cH:3][cH:4][cH:5][c:6](=[O:8])[nH:7]1.[Cl:9][P:10]([Cl:11])([Cl:12])([Cl:13])[Cl:14].[Na+:17]>>[CH3:1][c:2]1[cH:3][cH:4][cH:5][c:6]([O:8][CH3:15])[n:7]1. Starting materials: [Br-], CCCc1c(CCl)ccc(C(C)=O)c1O, O=C([O-])[O-], CCCC[N+](CCCC)(CCCC)CCCC, CCC(C)=O, Cl, [K+], [K+], Sc1nnc(S)s1. Product: CCCc1c(CSc2nnc(S)s2)ccc(C(C)=O)c1O. Reaction SMILES: [Br-:30].[C:1]([CH3:2])(=[O:3])[c:4]1[c:5]([OH:15])[c:6]([CH2:12][CH2:13][CH3:14])[c:7]([CH2:8][Cl:9])[cH:10][cH:11]1.[C:23](=[O:24])([O-:25])[O-:26].[CH2:31]([N+:32]([CH2:33][CH2:34][CH2:35][CH3:36])([CH2:37][CH2:38][CH2:39][CH3:40])[CH2:41][CH2:42][CH2:43][CH3:44])[CH2:45][CH2:46][CH3:47].[CH2:48]([C:49]([CH3:50])=[O:51])[CH3:52].[ClH:29].[K+:27].[K+:28].[SH:16][c:17]1[s:18][c:19]([SH:22])[n:20][n:21]1>>[C:1]([CH3:2])(=[O:3])[c:4]1[c:5]([OH:15])[c:6]([CH2:12][CH2:13][CH3:14])[c:7]([CH2:8][S:16][c:17]2[s:18][c:19]([SH:22])[n:20][n:21]2)[cH:10][cH:11]1. Reactants: Brc1nc(cs1)C(=O)Nc2ccccc2N3CCNCC3, CC1(C)OB(OC1(C)C)c2ccc(cc2)c3cnccn3. Reagents/catalysts: CCN=P(N=P(N(C)C)(N(C)C)N(C)C)(N(C)C)N(C)C (P2-Et), CN(C)c1ccc([PH](C(C)(C)C)(C(C)(C)C)[Pd]2(OS(C)(=O)=O)Nc3ccccc3-c3ccccc32)cc1 (Aphos G3). Run in CS(C)=O (DMSO), O (water), CS(C)=O (DMSO), CS(C)=O (DMSO), CS(C)=O (DMSO). Reaction conditions: time 22 hour. Product: O=C(Nc1ccccc1N2CCNCC2)c3csc(n3)c4ccc(cc4)c5cnccn5, Brc1nc(cs1)C(=O)Nc2ccccc2N3CCNCC3, c1ccc(-c2ccccc2)cc1.